From a dataset of the Open Reaction Database (ORD), a public repository of structured organic reaction records. describe an organic reaction: reactants, conditions, products, and yield The reactants are N1=CC=CC=C1 (Pyridine), C(C)(=O)N1[C@H](CN(C2=CC(=C(C=C12)N)C=1C=NN(C1)C1CC1)C(=O)OC(C)C)C (isopropyl (S)-4-acetyl-6-amino-7-(1-cyclopropyl-1H-pyrazol-4-yl)-3-methyl-3,4-dihydroquinoxaline-1(2H)-carboxylate), CS(=O)(=O)Cl (Methanesulfonyl chloride). Solvent: O1CCOCC1 (1,4-dioxane). Conditions: time 18 hour. The product is C(C)(=O)N1[C@H](CN(C2=CC(=C(C=C12)NS(=O)(=O)C)C=1C=NN(C1)C1CC1)C(=O)OC(C)C)C (isopropyl (S)-4-acetyl-7-(1-cyclopropyl-1H-pyrazol-4-yl)-3-methyl-6-(methylsulfonamido)-3,4-dihydroquinoxaline-1(2H)-carboxylate). Isolated yield 73.2%. Reaction SMILES: N1C=CC=CC=1.[C:7]([N:10]1[C:19]2[C:14](=[CH:15][C:16]([C:21]3[CH:22]=[N:23][N:24]([CH:26]4[CH2:28][CH2:27]4)[CH:25]=3)=[C:17]([NH2:20])[CH:18]=2)[N:13]([C:29]([O:31][CH:32]([CH3:34])[CH3:33])=[O:30])[CH2:12][C@@H:11]1[CH3:35])(=[O:9])[CH3:8].[CH3:36][S:37](Cl)(=[O:39])=[O:38]>O1CCOCC1>[C:7]([N:10]1[C:19]2[C:14](=[CH:15][C:16]([C:21]3[CH:22]=[N:23][N:24]([CH:26]4[CH2:28][CH2:27]4)[CH:25]=3)=[C:17]([NH:20][S:37]([CH3:36])(=[O:39])=[O:38])[CH:18]=2)[N:13]([C:29]([O:31][CH:32]([CH3:34])[CH3:33])=[O:30])[CH2:12][C@@H:11]1[CH3:35])(=[O:9])[CH3:8]. Procedure details: Pyridine (4.07 μL, 0.050 mmol) was added to a solution of isopropyl (S)-4-acetyl-6-amino-7-(1-cyclopropyl-1H-pyrazol-4-yl)-3-methyl-3,4-dihydroquinoxaline-1(2H)-carboxylate (0.010 g, 0.025 mmol) in 1,4-dioxane (200 μL). Methanesulfonyl chloride (1.96 μL, 0.025 mmol) was added, and the mixture stirred at rt for 18 h. The reaction mixture was concentrated and ethyl acetate was added. The solution was washed with 1 N aqueous HCl, and the organic phase was separated and concentrated to afford isopro...